From a dataset of the Open Reaction Database (ORD), a public repository of structured organic reaction records. describe an organic reaction: reactants, conditions, products, and yield The reactants are CC1(OCC(CO1)(C1=CC2=CC=C(C=C2C=C1)OS(=O)(=O)C(F)(F)F)NC(OC(C)(C)C)=O)C (tert-butyl 2,2-dimethyl-5-(6-(trifluoromethylsulfonyloxy)naphthalen2-yl)-1,3-dioxan-5-ylcarbamate), C(C1=CC=CC=C1)OC=1C=C(C=CC1)S (3-benzyloxy-benzenethiol). Product: NC(CO)(CO)C1=CC2=CC=C(C=C2C=C1)SC1=CC(=CC=C1)OCC1=CC=CC=C1 (2-Amino-2-(6-(3-(benzyloxy)phenylthio)naphthalen-2-yl)propane-1,3-diol). Reaction SMILES: CC1(C)[O:7][CH2:6][C:5]([NH:26]C(=O)OC(C)(C)C)([C:8]2[CH:17]=[CH:16][C:15]3[C:10](=[CH:11][CH:12]=[C:13](OS(C(F)(F)F)(=O)=O)[CH:14]=3)[CH:9]=2)[CH2:4][O:3]1.[CH2:35]([O:42][C:43]1[CH:44]=[C:45]([SH:49])[CH:46]=[CH:47][CH:48]=1)[C:36]1[CH:41]=[CH:40][CH:39]=[CH:38][CH:37]=1>>[NH2:26][C:5]([C:8]1[CH:17]=[CH:16][C:15]2[C:10](=[CH:11][CH:12]=[C:13]([S:49][C:45]3[CH:46]=[CH:47][CH:48]=[C:43]([O:42][CH2:35][C:36]4[CH:41]=[CH:40][CH:39]=[CH:38][CH:37]=4)[CH:44]=3)[CH:14]=2)[CH:9]=1)([CH2:4][OH:3])[CH2:6][OH:7]. Procedure: The compound was prepared from tert-butyl 2,2-dimethyl-5-(6-(trifluoromethylsulfonyloxy)naphthalen2-yl)-1,3-dioxan-5-ylcarbamate and 3-benzyloxy-benzenethiol in reactions analagous to those described in Examples 154 and 191. 1H NMR (MeOD) δ: 7.82 (s, 1H), 7.76 (d, J=8.6 Hz, 2H), 7.71 (s, 1H), 7.48 (dd, J=8.6, 2.0 Hz, 1H), 7.31 (dd, J=8.6, 1.5 Hz, 1H), 7.11-7.26 (m, 6H), 6.80-6.89 (m, 3H), 4.93 (s, 2H), 3.95-4.03 (m, 2H), 3.86-3.94 (m, 2H). MS (M+1): 432.0. Reactants: [Cl-], O=C(Cl)c1cccc(Cl)c1, CC(C)(N)CO, O=C(O)c1cccc(Cl)c1, O=S(Cl)Cl. Yields the product CC1(C)COC(c2cccc(Cl)c2)=N1, O=S(Cl)Cl. Reaction SMILES: [Cl-:25].[Cl:15][c:16]1[cH:17][c:18]([C:22]([Cl:23])=[O:24])[cH:19][cH:20][cH:21]1.[NH2:26][C:27]([CH2:28][OH:29])([CH3:30])[CH3:31].[OH:1][C:2](=[O:3])[c:4]1[cH:5][cH:6][cH:7][c:8]([Cl:9])[cH:10]1.[S:11](=[O:12])([Cl:13])[Cl:14]>>[C:2]1([c:4]2[cH:5][cH:6][cH:7][c:8]([Cl:9])[cH:10]2)=[N:26][C:27]([CH3:30])([CH3:31])[CH2:28][O:3]1.[S:11](=[O:12])([Cl:13])[Cl:14].